From a dataset of the Open Reaction Database (ORD), a public repository of structured organic reaction records. describe an organic reaction: reactants, conditions, products, and yield Reactants: CCOC(C)=O, COC(=O)c1cc(I)c(N)c([N+](=O)[O-])c1. Yields the product COC(=O)c1cc(N)c(N)c(I)c1. Reaction SMILES: [CH3:16][CH2:17][O:18][C:19](=[O:20])[CH3:21].[CH3:1][O:2][C:3]([c:4]1[cH:5][c:6]([I:14])[c:7]([NH2:13])[c:8]([N+:10]([O-:11])=[O:12])[cH:9]1)=[O:15]>>[CH3:1][O:2][C:3]([c:4]1[cH:5][c:6]([I:14])[c:7]([NH2:13])[c:8]([NH2:10])[cH:9]1)=[O:15]. The reactants are C(CCC)N(CCCOC1=CC=C(C=O)C=C1)CCCC (4-(3-dibutylamino-propoxy)-benzaldehyde), [NH4+].[Cl-] (NH4Cl), C(CCC)C=1OC2=C(C1)C=C(C=C2)NS(=O)(=O)C (N-(2-butyl-1-benzofuran-5-yl)methanesulfonamide), [Li]CCCC.CCCCCC (BuLi hexane). Solvent: C1CCOC1 (THF), CCCCCC (n-hexane). Run at time 2 hour. The product is C(CCC)C=1OC2=C(C1C(O)C1=CC=C(C=C1)OCCCN(CCCC)CCCC)C=C(C=C2)NS(=O)(=O)C (N-(2-butyl-3-{[4-(3-dibutylamino-propoxy)-phenyl]-hydroxymethyl}-benzofuran-5-yl)-methanesulfonamide). The yield is 40.1%. RXN SMILES: [CH2:1]([C:5]1[O:6][C:7]2[CH:13]=[CH:12][C:11]([NH:14][S:15]([CH3:18])(=[O:17])=[O:16])=[CH:10][C:8]=2[CH:9]=1)[CH2:2][CH2:3][CH3:4].[Li]CCCC.CCCCCC.[CH2:30]([N:34]([CH2:47][CH2:48][CH2:49][CH3:50])[CH2:35][CH2:36][CH2:37][O:38][C:39]1[CH:46]=[CH:45][C:42]([CH:43]=[O:44])=[CH:41][CH:40]=1)[CH2:31][CH2:32][CH3:33].[NH4+].[Cl-]>CCCCCC.C1COCC1>[CH2:1]([C:5]1[O:6][C:7]2[CH:13]=[CH:12][C:11]([NH:14][S:15]([CH3:18])(=[O:16])=[O:17])=[CH:10][C:8]=2[C:9]=1[CH:43]([C:42]1[CH:41]=[CH:40][C:39]([O:38][CH2:37][CH2:36][CH2:35][N:34]([CH2:47][CH2:48][CH2:49][CH3:50])[CH2:30][CH2:31][CH2:32][CH3:33])=[CH:46][CH:45]=1)[OH:44])[CH2:2][CH2:3][CH3:4] |f:1.2,4.5|. Procedure details: 2.67 g of N-(2-butyl-1-benzofuran-5-yl)methanesulfonamide (II) (0.01 mol, 1 eq) is dissolved in 35 mL of n-hexane and 7 mL of 2.5 M BuLi hexane solution is added in 30 min during which the temperature is kept at 20° C. The reaction mixture is stirred for 2 hours at room temperature and then it is added to the solution of 4.37 g of 4-(3-dibutylamino-propoxy)-benzaldehyde (V) (0.015 mol, 1.5 eq) in 80 mL of THF. The reaction mixture is stirred at room temperature for 2 hours and then 40 mL of NH4C... The reactants are COC=1C=CC=2C3=C(NC2C1)C(=CC(=N3)C3=CC=C(C=C3)OC)C(=O)OC (Methyl 7-methoxy-2-(4-methoxyphenyl)-5H-pyrido[3,2-b]indole -4-carboxylate), [OH-].[Na+] (sodium hydroxide). Run in O1CCCC1 (tetrahydrofuran), CO (methanol). Product: COC=1C=CC=2C3=C(NC2C1)C(=CC(=N3)C3=CC=C(C=C3)OC)C(=O)O (7-methoxy-2-(4-methoxyphenyl)-5H -pyrido[3,2-b]indole-4-carboxylic acid). Yield: 9.9%. Reaction SMILES: [CH3:1][O:2][C:3]1[CH:4]=[CH:5][C:6]2[C:7]3[N:15]=[C:14]([C:16]4[CH:21]=[CH:20][C:19]([O:22][CH3:23])=[CH:18][CH:17]=4)[CH:13]=[C:12]([C:24]([O:26]C)=[O:25])[C:8]=3[NH:9][C:10]=2[CH:11]=1.[OH-].[Na+]>O1CCCC1.CO>[CH3:1][O:2][C:3]1[CH:4]=[CH:5][C:6]2[C:7]3[N:15]=[C:14]([C:16]4[CH:17]=[CH:18][C:19]([O:22][CH3:23])=[CH:20][CH:21]=4)[CH:13]=[C:12]([C:24]([OH:26])=[O:25])[C:8]=3[NH:9][C:10]=2[CH:11]=1 |f:1.2|. Procedure details: Methyl 7-methoxy-2-(4-methoxyphenyl)-5H-pyrido[3,2-b]indole -4-carboxylate (150 mg, 0 4 mmol) was dissolved in a mixture of tetrahydrofuran (6 mL) and methanol (2 mL) and an aqueous solution of sodium hydroxide (1.0 N, 1.8 mL, 1.8 mmol) was added. After 1 hr the organic solvents were removed on the rotary evaporator and the pH of the aqueous solution was adjusted to about 3 with 6 N aqueous HCl. The resulting precipitate was collected by filtration, washed with water, and dried under vacuum in t... Reactants: [H-].[K+] (potassium hydride), CN1C(NCC1)=O (1-methyl-2-imidazolidinone), C(C#C)Br (propargyl bromide), solution. Run in C1CCOC1 (THF), C1(=CC=CC=C1)C (toluene). Run at time 20 minute. Product: CN1C(N(CC1)CC#C)=O (1-Methyl-3-(2-propynyl)-2-imidazolidinone). RXN SMILES: [H-].[K+].[CH3:3][N:4]1[CH2:8][CH2:7][NH:6][C:5]1=[O:9].[CH2:10](Br)[C:11]#[CH:12]>C1COCC1.C1(C)C=CC=CC=1>[CH3:3][N:4]1[CH2:8][CH2:7][N:6]([CH2:12][C:11]#[CH:10])[C:5]1=[O:9] |f:0.1|. Procedure details: A suspension of potassium hydride (10.44 g of a 35% by wt suspension in mineral oil, washed with ether to remove oil, 0.09 mol) in dry THF (50 mL) was added dropwise, with cooling, to a stirred solution of 1-methyl-2-imidazolidinone (7.6 g, 0.076 mol) in dry THF (150 mL). After warming to room temperature and stirring for 20 min, the reaction was cooled again and propargyl bromide (13.54 g of an 80% solution in toluene, 0.09 mol) was added dropwise. The reaction was then allowed to slowly warm t... Reactants: NC1=NC=CC(=N1)C(=O)NC(C)C=1C=NC(=C(C1)Cl)OCC(F)(F)F (2-amino-N-(1-(5-chloro-6-(2,2,2-trifluoroethoxy)pyridin-3-yl)ethyl)pyrimidine-4-carb oxamide), C(C)(=O)Cl (acetyl chloride). Yields the product C(C)(=O)NC1=NC=CC(=N1)C(=O)NC(C)C=1C=NC(=C(C1)Cl)OCC(F)(F)F (2-acetamido-N-(1-(5-chloro-6-(2,2,2-trifluoroethoxy)pyridin-3-yl)ethyl)pyrimidine-4-carboxamide). RXN SMILES: [NH2:1][C:2]1[N:7]=[C:6]([C:8]([NH:10][CH:11]([C:13]2[CH:14]=[N:15][C:16]([O:20][CH2:21][C:22]([F:25])([F:24])[F:23])=[C:17]([Cl:19])[CH:18]=2)[CH3:12])=[O:9])[CH:5]=[CH:4][N:3]=1.[C:26](Cl)(=[O:28])[CH3:27]>>[C:26]([NH:1][C:2]1[N:7]=[C:6]([C:8]([NH:10][CH:11]([C:13]2[CH:14]=[N:15][C:16]([O:20][CH2:21][C:22]([F:24])([F:23])[F:25])=[C:17]([Cl:19])[CH:18]=2)[CH3:12])=[O:9])[CH:5]=[CH:4][N:3]=1)(=[O:28])[CH3:27]. Reported procedure: The title compound is prepared from 2-amino-N-(1-(5-chloro-6-(2,2,2-trifluoroethoxy)pyridin-3-yl)ethyl)pyrimidine-4-carb oxamide (20 mg, 0.05 mmol, Step-1 of Example 210, single enantiomer) and acetyl chloride (21 mg, 0.27 mmol) according to the procedure similar to that described in Step-2 of Example 8.